From a dataset of the Open Reaction Database (ORD), a public repository of structured organic reaction records. describe an organic reaction: reactants, conditions, products, and yield The reactants are Cl (HCl), C1(=CC=CC=C1)C (toluene), [H-].C(C(C)C)[Al+]CC(C)C (diisobutylaluminum hydride), COC=1C=C(C=CC(=O)OCC)C=CC1OCC=1N=C(OC1)C1=CC=CC=C1 (ethyl 3-methoxy-4-(2-phenyl-4-oxazolylmethoxy)cinnamate). The solvent is O1CCCC1 (tetrahydrofuran), CO (methanol). Conditions: time 2 hour. The product is COC=1C=C(C=CC1OCC=1N=C(OC1)C1=CC=CC=C1)/C=C/CO ((E)-3-[3-methoxy-4-(2-phenyl-4-oxazolylmethoxy)phenyl]-2-propen-1-ol). Isolated yield 98.7%. RXN SMILES: C1(C)C=CC=CC=1.[H-].C([Al+]CC(C)C)C(C)C.[CH3:18][O:19][C:20]1[CH:21]=[C:22]([CH:30]=[CH:31][C:32]=1[O:33][CH2:34][C:35]1[N:36]=[C:37]([C:40]2[CH:45]=[CH:44][CH:43]=[CH:42][CH:41]=2)[O:38][CH:39]=1)[CH:23]=[CH:24][C:25](OCC)=[O:26].Cl>O1CCCC1.CO>[CH3:18][O:19][C:20]1[CH:21]=[C:22](/[CH:23]=[CH:24]/[CH2:25][OH:26])[CH:30]=[CH:31][C:32]=1[O:33][CH2:34][C:35]1[N:36]=[C:37]([C:40]2[CH:41]=[CH:42][CH:43]=[CH:44][CH:45]=2)[O:38][CH:39]=1 |f:1.2|. Procedure details: A toluene solution of diisobutylaluminum hydride (1.5M, 72.2 ml) was added dropwise, at 0° C., to a solution of ethyl 3-methoxy-4-(2-phenyl-4-oxazolylmethoxy)cinnamate (16.4 g) in tetrahydrofuran (THF) (240 ml). The mixture was stirred for 2 hours at room temperature, to which was added, under ice-cooling, methanol (7 ml). The reaction mixture was poured into 2N HCl (600 ml), which was subjected to extraction with ethyl acetate. The ethyl acetate layer was washed with water, dried (MgSO4) and co... Starting materials: C[C@](N)(CC1=CC=C(C=C1)O)C(=O)O (α-methyltyrosine), solution, CO (methanol), C(C1=CC=CC=C1)Br (benzyl bromide). Reagents/catalysts: [O-]S(=O)(=O)[O-].[Cu+2] (CuSO4). The solvent is [OH-].[Na+] (NaOH). Conditions: time 45 minute. Product: Br.NC(C(=O)O)(CC1=CC=C(C=C1)OCC1=CC=CC=C1)C (2-Amino-2-methyl-3-(4-benzyloxy-phenyl)-propionic acid hydrobromide salt). Yield: 46.4%. As a reaction SMILES: [CH3:1][C@@:2]([C:12]([OH:14])=[O:13])([CH2:4][C:5]1[CH:10]=[CH:9][C:8]([OH:11])=[CH:7][CH:6]=1)[NH2:3].CO.[CH2:17]([Br:24])[C:18]1[CH:23]=[CH:22][CH:21]=[CH:20][CH:19]=1>[OH-].[Na+].[O-]S([O-])(=O)=O.[Cu+2]>[BrH:24].[NH2:3][C:2]([CH3:1])([CH2:4][C:5]1[CH:10]=[CH:9][C:8]([O:11][CH2:17][C:18]2[CH:23]=[CH:22][CH:21]=[CH:20][CH:19]=2)=[CH:7][CH:6]=1)[C:12]([OH:14])=[O:13] |f:3.4,5.6,7.8|. Procedure details: A solution of α-methyltyrosine (Aldrich Chemical Co., 10.0 g, 51.2 mmol) in 50 mL of 2N NaOH solution was treated with 40 mL of a 0.5 M solution of aqueous CuSO4. The resulting solution was stirred for 45 minutes. The resulting solution was treated with 150 mL of methanol and benzyl bromide (6.7 mL, 56.3 mmol) and stirred for an additional 45 minutes at 50° C. The light purple precipitate which formed was collected by suction filtration and dried under vacuum. The isolated solid was suspended in... Starting materials: COC(CCCC(C1C[C@H]2[C@H](C[C@H]([C@@H]2\C=C\[C@H](C(CCCCCl)C)O)O)O1)I)=O ((13E)-(5RS,6RS,9α,11α,15S,16RS)-5-Iodo-6,9-epoxy-11,15-dihydroxy-16-methyl-20-chloroprost-13-enoic acid methyl ester), 1,5-diazabicyclo[5,4,0]undecene-5, Cl (hydrochloric acid), P(=O)([O-])([O-])[O-] (phosphate). Run at temperature 0 celsius. Yields the product COC(CCC\C=C/1\C[C@H]2[C@H](C[C@H]([C@@H]2\C=C\[C@H](C(CCCCCl)C)O)O)O1)=O ((5Z,13E)-(9α,11α,15S,16RS)-6,9-Epoxy-11,15-dihydroxy-16-methyl-20-chloroprosta-5,13-dienoic acid methyl ester). Yield: 58.6%. As a reaction SMILES: [CH3:1][O:2][C:3](=[O:29])[CH2:4][CH2:5][CH2:6][CH:7](I)[CH:8]1[O:27][C@H:11]2[CH2:12][C@@H:13]([OH:26])[C@H:14](/[CH:15]=[CH:16]/[C@@H:17]([OH:25])[CH:18]([CH3:24])[CH2:19][CH2:20][CH2:21][CH2:22][Cl:23])[C@H:10]2[CH2:9]1.Cl.P([O-])([O-])([O-])=O>>[CH3:1][O:2][C:3](=[O:29])[CH2:4][CH2:5][CH2:6]/[CH:7]=[C:8]1/[CH2:9][C@@H:10]2[C@@H:14](/[CH:15]=[CH:16]/[C@@H:17]([OH:25])[CH:18]([CH3:24])[CH2:19][CH2:20][CH2:21][CH2:22][Cl:23])[C@H:13]([OH:26])[CH2:12][C@@H:11]2[O:27]/1. Procedure details: Under an atmosphere of nitrogen, a solution of 116 mg of (13E)-(5RS,6RS,9α,11α,15S,16RS)-5-iodo-6,9-epoxy-11,15-dihydroxy-16-methyl-20-chloroprost-13-enoic acid methyl ester (prepared as described in Example 1) and 0.4 ml of 1,5-diazabicyclo[5,4,0]undecene-5 (DBU) was stirred at room temperature for 18 hours, and then cooled to 0° C. To the reaction mixture were added 2 ml of 1 N hydrochloric acid and 2 ml of phosphate buffer solution (pH 6.86) with cooling to 0° C. The reaction mixture was extr...